From a dataset of the Open Reaction Database (ORD), a public repository of structured organic reaction records. describe an organic reaction: reactants, conditions, products, and yield Reactants: OC1=C2C(C=3C=CC=C(C3C(C2=C(C=2[C@H](C[C@@](CC12)(C(CO)=O)O)O[C@H]1C[C@H]2[C@H](O[C@@H]3[C@H](OCCN32)OC)[C@@H](O1)C)O)=O)OC)=O ((8S,10S)-6,8,11-trihydroxy-8-(hydroxyacetyl)-1-methoxy-10-{[(1S,3R,4aS,9S,9aR,10aS)-9-methoxy-1-methyloctahydro-1H-pyrano[4′,3′:4,5] [1,3] oxazolo[2,3-c][1,4]oxazin-3-yl]oxy}-7,8,9,10-tetrahydrotetracene-5,12-dione), O1C(CCC=C1)COCC(=O)OCC (ethyl (3,4-dihydro-2H-pyran-2-ylmethoxy)acetate), C1(=CC=C(C=C1)S(=O)(=O)O)C (p-toluenesulfonic acid), C([O-])(O)=O.[Na+] (Sodium bicarbonate). Run in ClCCl (dichloromethane), CO (MeOH), C(Cl)Cl (CH2Cl2). Conditions: time 4 hour. Product: O=C(COC1CCCC(O1)COCC(=O)OCC)[C@@]1(CC2=C(C=3C(C4=CC=CC(=C4C(C3C(=C2[C@H](C1)O[C@H]1C[C@H]2[C@H](O[C@@H]3[C@H](OCCN32)OC)[C@@H](O1)C)O)=O)OC)=O)O)O (ethyl [(6-{2-oxo-2-[(2S,4S)-2,5,12-trihydroxy-7-methoxy-4-{[(1S,3R,4aS,9S,9aR,10aS)-9-methoxy-1-methyloctahydro-1H-pyrano[4′,3′:4,5][1,3]oxazolo[2,3-c][1,4]oxazin-3-yl]oxy}-6,11-dioxo-1,2,3,4,6,11-hexahydrotetracen-2-yl]ethoxy}tetrahydro-2H-pyran-2-yl)methoxy]acetate). The yield is 62.0%. Reaction SMILES: [OH:1][C:2]1[C:19]2[CH2:18][C@@:17]([OH:24])([C:20](=[O:23])[CH2:21][OH:22])[CH2:16][C@H:15]([O:25][C@@H:26]3[O:40][C@@H:39]([CH3:41])[C@H:29]4[O:30][C@H:31]5[N:36]([C@H:28]4[CH2:27]3)[CH2:35][CH2:34][O:33][C@@H:32]5[O:37][CH3:38])[C:14]=2[C:13]([OH:42])=[C:12]2[C:3]=1[C:4](=[O:46])[C:5]1[CH:6]=[CH:7][CH:8]=[C:9]([O:44][CH3:45])[C:10]=1[C:11]2=[O:43].[O:47]1[CH:52]=[CH:51][CH2:50][CH2:49][CH:48]1[CH2:53][O:54][CH2:55][C:56]([O:58][CH2:59][CH3:60])=[O:57].C1(C)C=CC(S(O)(=O)=O)=CC=1.C(=O)(O)[O-].[Na+]>ClCCl.CO>[O:23]=[C:20]([C@@:17]1([OH:24])[CH2:16][C@H:15]([O:25][C@@H:26]2[O:40][C@@H:39]([CH3:41])[C@H:29]3[O:30][C@H:31]4[N:36]([C@H:28]3[CH2:27]2)[CH2:35][CH2:34][O:33][C@@H:32]4[O:37][CH3:38])[C:14]2[C:19](=[C:2]([OH:1])[C:3]3[C:4](=[O:46])[C:5]4[C:10]([C:11](=[O:43])[C:12]=3[C:13]=2[OH:42])=[C:9]([O:44][CH3:45])[CH:8]=[CH:7][CH:6]=4)[CH2:18]1)[CH2:21][O:22][CH:52]1[O:47][CH:48]([CH2:53][O:54][CH2:55][C:56]([O:58][CH2:59][CH3:60])=[O:57])[CH2:49][CH2:50][CH2:51]1 |f:3.4|. Procedure: To a solution of (8S,10S)-6,8,11-trihydroxy-8-(hydroxyacetyl)-1-methoxy-10-{[(1S,3R,4aS,9S,9aR,10aS)-9-methoxy-1-methyloctahydro-1H-pyrano[4′,3′:4,5] [1,3] oxazolo[2,3-c][1,4]oxazin-3-yl]oxy}-7,8,9,10-tetrahydrotetracene-5,12-dione (50 mg, 0.078 mmol) [PNU-159682, formula IIA, prepared as reported in WO 9802446] in 4 ml of dry dichloromethane under argon atmosphere, ethyl (3,4-dihydro-2H-pyran-2-ylmethoxy)acetate from step 1 (118.5 mg, 0.592 mmol) and anhydrous p-toluenesulfonic acid (22.3 mg, 0... The product is N[C@H]1C[C@@H](N(CC1)C(=O)OC(C)(C)C)C(=O)OC ((2R,4R)-1-tert-butyl 2-methyl 4-aminopiperidine-1,2-dicarboxylate). The reagents and catalysts are [Pd] (Pd/C). The yield is 98.0%. The reactants are N(=[N+]=[N-])[C@H]1C[C@@H](N(CC1)C(=O)OC(C)(C)C)C(=O)OC ((2R,4R)-1-tert-butyl 2-methyl 4-azidopiperidine-1,2-dicarboxylate). Reported procedure: (2R,4R)-1-tert-butyl 2-methyl 4-azidopiperidine-1,2-dicarboxylate (22.5 g, 79 mmol) was dissolved in methanol (400 mL), Pd/C (10%, 6 g) was added, and the apparatus was flushed three times with N2 and H2. The reaction mixture was hydrogenated at a pressure of 50 psi at room temperature for 20 hours, filtered through Celite and rinsed with methanol and then concentrated under reduced pressure to give the amine as a colorless oil 20 g (96%). GC-MS: 258 (t=2.8 min). Reaction SMILES: [N:1]([C@@H:4]1[CH2:9][CH2:8][N:7]([C:10]([O:12][C:13]([CH3:16])([CH3:15])[CH3:14])=[O:11])[C@@H:6]([C:17]([O:19][CH3:20])=[O:18])[CH2:5]1)=[N+]=[N-]>CO.[Pd]>[NH2:1][C@@H:4]1[CH2:9][CH2:8][N:7]([C:10]([O:12][C:13]([CH3:14])([CH3:15])[CH3:16])=[O:11])[C@@H:6]([C:17]([O:19][CH3:20])=[O:18])[CH2:5]1. Run at time 20 hour. Solvent: CO (methanol).